From a dataset of the Open Reaction Database (ORD), a public repository of structured organic reaction records. describe an organic reaction: reactants, conditions, products, and yield The reactants are CCOC(C)=O, N#C[Cu], CNC(=O)c1nc(Br)cnc1N, CN(C)C=O. The product is CNC(=O)c1nc(C#N)cnc1N. RXN SMILES: [CH3:21][CH2:22][O:23][C:24](=[O:25])[CH3:26].[Cu:13][C:14]#[N:15].[NH2:1][c:2]1[c:3]([C:9](=[O:10])[NH:11][CH3:12])[n:4][c:5]([Br:8])[cH:6][n:7]1.[O:16]=[CH:17][N:18]([CH3:19])[CH3:20]>>[NH2:1][c:2]1[c:3]([C:9](=[O:10])[NH:11][CH3:12])[n:4][c:5]([C:14]#[N:15])[cH:6][n:7]1. Reaction SMILES: [CH2:1]([CH3:2])[CH:3]1[CH2:4][NH:5][CH2:6][c:7]2[cH:8][c:9]([O:13][CH3:14])[cH:10][cH:11][c:12]21.[CH:15]([CH3:16])([CH3:17])[O:18][c:19]1[c:20]([C:21](=[O:22])[OH:23])[cH:24][c:25]([S:28](=[O:29])(=[O:30])[CH3:31])[cH:26][cH:27]1>>[CH2:1]([CH3:2])[CH:3]1[CH2:4][N:5]([C:21]([c:20]2[c:19]([O:18][CH:15]([CH3:16])[CH3:17])[cH:27][cH:26][c:25]([S:28](=[O:29])(=[O:30])[CH3:31])[cH:24]2)=[O:22])[CH2:6][c:7]2[cH:8][c:9]([O:13][CH3:14])[cH:10][cH:11][c:12]21. Reactants: CCC1CNCc2cc(OC)ccc21, CC(C)Oc1ccc(S(C)(=O)=O)cc1C(=O)O. The product is CCC1CN(C(=O)c2cc(S(C)(=O)=O)ccc2OC(C)C)Cc2cc(OC)ccc21. Reactants: O=C(O)c1cccnc1, COc1cc(-c2cc(CN3CCNCC3)ccn2)cc(OC)c1OC, [Cl-], Cl. Product: COc1cc(-c2cc(CN3CCN(C(=O)c4cccnc4)CC3)ccn2)cc(OC)c1OC, Cl. As a reaction SMILES: [C:28]([c:29]1[cH:30][n:31][cH:32][cH:33][cH:34]1)(=[O:35])[OH:36].[CH3:1][O:2][c:3]1[cH:4][c:5](-[c:13]2[n:14][cH:15][cH:16][c:17]([CH2:19][N:20]3[CH2:21][CH2:22][NH:23][CH2:24][CH2:25]3)[cH:18]2)[cH:6][c:7]([O:11][CH3:12])[c:8]1[O:9][CH3:10].[Cl-:27].[ClH:26]>>[CH3:1][O:2][c:3]1[cH:4][c:5](-[c:13]2[n:14][cH:15][cH:16][c:17]([CH2:19][N:20]3[CH2:21][CH2:22][N:23]([C:28]([c:29]4[cH:30][n:31][cH:32][cH:33][cH:34]4)=[O:35])[CH2:24][CH2:25]3)[cH:18]2)[cH:6][c:7]([O:11][CH3:12])[c:8]1[O:9][CH3:10].[ClH:26]. The product is CC(CO)CNC(=O)OC(C)(C)C. Reaction SMILES: [C:1]([CH3:2])([CH3:3])([CH3:4])[O:5][C:6](=[O:7])[NH:8][CH2:9][CH:10]([C:11](=[O:12])[OH:13])[CH3:14].[CH2:16]1[O:17][CH2:18][CH2:19][CH2:20]1.[Cl:21][CH2:22][Cl:23].[OH2:15]>>[C:1]([CH3:2])([CH3:3])([CH3:4])[O:5][C:6](=[O:7])[NH:8][CH2:9][CH:10]([CH2:11][OH:12])[CH3:14]. Reactants: CC(CNC(=O)OC(C)(C)C)C(=O)O, C1CCOC1, ClCCl, O. Reactants: solution, FC(C#N)F (difluoroacetonitrile), C1CCOC1 (THF), ClCCCOCC1=CC=CC=C1 (1-chloro-3-benzyloxypropane), [Mg] (magnesium), [C-]#N.[Na+] (sodium cyanide), [Cl-].[NH4+] (ammonium chloride). The solvent is CCOCC (ether), O (water). Reaction conditions: temperature -40 celsius, time 30 minute. Yields the product C(C1=CC=CC=C1)OCCC[Mg]Cl (3-benzyloxypropyl-magnesium chloride), FC(C(C#N)(CCCOCC1=CC=CC=C1)N)F (2-Difluoromethyl-2-amino-5-benzyloxy-pentanenitrile). As a reaction SMILES: Cl[CH2:2][CH2:3][CH2:4][O:5][CH2:6][C:7]1[CH:12]=[CH:11][CH:10]=[CH:9][CH:8]=1.[Mg:13].[F:14][CH:15]([F:18])[C:16]#[N:17].C1COCC1.[C-:24]#[N:25].[Na+].[Cl-:27].[NH4+]>CCOCC.O>[CH2:6]([O:5][CH2:4][CH2:3][CH2:2][Mg:13][Cl:27])[C:7]1[CH:12]=[CH:11][CH:10]=[CH:9][CH:8]=1.[F:14][CH:15]([F:18])[C:16]([NH2:17])([CH2:2][CH2:3][CH2:4][O:5][CH2:6][C:7]1[CH:12]=[CH:11][CH:10]=[CH:9][CH:8]=1)[C:24]#[N:25] |f:4.5,6.7|. Procedure: Under an atmosphere of nitrogen, 3-benzyloxypropyl-magnesium chloride is prepared from 1-chloro-3-benzyloxypropane (2.42 g, 13 mmol) in dry ether (13 ml) and magnesium turnings (660 mg, 26 mmol). The Grignard solution is separated from the excess of magnesium, cooled to -40° C., and a 10% solution of difluoroacetonitrile in dry THF (10 ml, 13 mmol) is added dropwise, maintaining the temperature at -40° C. After stirring at this temperature, for 30 minutes, the mixture is poured into a cold (0° C... Starting materials: Cc1ccc(C)c(-c2ccccn2)n1, Cc1cc(C)nc(-c2ccccn2)c1, Cc1cnc(-c2ccccn2)c(C)c1, CN(C)P(=O)(N(C)C)N(C)C, OCc1ccccc1. Product: C=Cc1cc(C)nc(-c2ccccn2)c1, OCc1ccccc1. As a reaction SMILES: [CH3:15][c:16]1[c:17](-[c:18]2[cH:19][cH:20][cH:21][cH:22][n:23]2)[n:24][c:25]([CH3:26])[cH:27][cH:28]1.[CH3:1][c:2]1[cH:3][c:4](-[c:9]2[n:10][cH:11][cH:12][cH:13][cH:14]2)[n:5][c:6]([CH3:8])[cH:7]1.[CH3:29][c:30]1[c:31](-[c:32]2[cH:33][cH:34][cH:35][cH:36][n:37]2)[n:38][cH:39][c:40]([CH3:41])[cH:42]1.[CH3:51][N:52]([CH3:53])[P:54](=[O:55])([N:56]([CH3:57])[CH3:58])[N:59]([CH3:60])[CH3:61].[OH:43][CH2:44][c:45]1[cH:46][cH:47][cH:48][cH:49][cH:50]1>>[CH:1]([c:2]1[cH:3][c:4](-[c:9]2[n:10][cH:11][cH:12][cH:13][cH:14]2)[n:5][c:6]([CH3:8])[cH:7]1)=[CH2:15].[OH:43][CH2:44][c:45]1[cH:46][cH:47][cH:48][cH:49][cH:50]1.